Dataset: the Open Reaction Database (ORD), a public repository of structured organic reaction records. Task: describe an organic reaction: reactants, conditions, products, and yield Reactants: COC(=O)C=1OC2=C(C1)C=CC(=C2)Br (methyl-6-bromobenzofuran-2-carboxylate), C(CCC)[B-](F)(F)F.[K+] (potassium butyltrifluoroborate). Yields the product COC(=O)C=1OC2=C(C1)C=CC(=C2)CCCC (methyl-6-butylbenzofuran-2-carboxylate). The yield is 66.8%. RXN SMILES: [CH3:1][O:2][C:3]([C:5]1[O:6][C:7]2[CH:13]=[C:12](Br)[CH:11]=[CH:10][C:8]=2[CH:9]=1)=[O:4].[CH2:15]([B-](F)(F)F)[CH2:16][CH2:17][CH3:18].[K+]>>[CH3:1][O:2][C:3]([C:5]1[O:6][C:7]2[CH:13]=[C:12]([CH2:15][CH2:16][CH2:17][CH3:18])[CH:11]=[CH:10][C:8]=2[CH:9]=1)=[O:4] |f:1.2|. Procedure: Methyl-6-butylbenzofuran-2-carboxylate was synthesized as in Example 3.1 using methyl-6-bromobenzofuran-2-carboxylate (195 mg, 0.76 mmol) in place of 5-bromo-2-formylfuran and potassium butyltrifluoroborate (188 mg, 1.15 mmol) in place of hexylboronic acid to give methyl-6-butylbenzofuran-2-carboxylate (118 mg, 67%). Used without further characterization. The reactants are [N+](=O)([O-])C=1C=C(C(C(=O)O)=CC1)C(=O)O (4-Nitrophthalic acid), C(C)C(CO)CCCC (2-ethylhexanol), S(O)(O)(=O)=O (sulfuric acid). Conditions: temperature 120 celsius. Product: [N+](=O)([O-])C=1C=C(C(C(=O)OCC(CCCC)CC)=CC1)C(=O)OCC(CCCC)CC (bis(2-ethylhexyl) 4-nitrophthalate). Isolated yield 65.5%. As a reaction SMILES: [N+:1]([C:4]1[CH:5]=[C:6]([C:13]([OH:15])=[O:14])[C:7](=[CH:11][CH:12]=1)[C:8]([OH:10])=[O:9])([O-:3])=[O:2].S(=O)(=O)(O)O.[CH2:21]([CH:23]([CH2:26][CH2:27][CH2:28][CH3:29])[CH2:24]O)[CH3:22]>>[N+:1]([C:4]1[CH:5]=[C:6]([C:13]([O:15][CH2:13][CH:6]([CH2:7][CH3:8])[CH2:5][CH2:4][CH2:12][CH3:11])=[O:14])[C:7](=[CH:11][CH:12]=1)[C:8]([O:10][CH2:24][CH:23]([CH2:21][CH3:22])[CH2:26][CH2:27][CH2:28][CH3:29])=[O:9])([O-:3])=[O:2]. Procedure: 4-Nitrophthalic acid (2.0 g, 9.5 mmol) was dissolved in 30 ml of 2-ethylhexanol, and then 0.3 ml of sulfuric acid was added. The mixture was heated at 120° C. for 24 hours, and the solvent was evaporated under reduced pressure. Excess 2-ethyihexanol was removed from the oily residue by distillation. The oily residue was dissolved in diethyl ether and washed three times with water and once with 10%Na2CO3 solution. The ether solution was dried over anhydrous sodium sulfate. After evaporation of th...